describe an organic reaction: reactants, conditions, products, and yield From a dataset of the Open Reaction Database (ORD), a public repository of structured organic reaction records. Reactants: CCCCCCC(=O)OCCOC(=O)ON1C(=O)CCC1=O, NC(CO)C(=O)O. Yields the product CCCCCCC(=O)OCCOC(=O)NC(CO)C(=O)O. RXN SMILES: [C:8]([CH2:9][CH2:10][CH2:11][CH2:12][CH2:13][CH3:14])(=[O:15])[O:16][CH2:17][CH2:18][O:19][C:20](=[O:21])[O:22][N:23]1[C:24](=[O:25])[CH2:26][CH2:27][C:28]1=[O:29].[NH2:1][CH:2]([CH2:3][OH:4])[C:5]([OH:6])=[O:7]>>[NH:1]([CH:2]([CH2:3][OH:4])[C:5]([OH:6])=[O:7])[C:20]([O:19][CH2:18][CH2:17][O:16][C:8]([CH2:9][CH2:10][CH2:11][CH2:12][CH2:13][CH3:14])=[O:15])=[O:21]. The reactants are COCOC1=C(C=CC(=C1)OCOC)C(CCC1=CC(=C(C=C1)OCOC)OCOC)=O (1-[2,4-bis(methoxymethoxy)phenyl]-3-[3,4-bis(methoxymethoxy)phenyl]-1-propanone), ice water. Solvent: Cl.CO (hydrochloric acid methanol). The product is OC1=C(C=CC(=C1)O)C(CCC1=CC(=C(C=C1)O)O)=O (1-(2,4-dihydroxyphenyl)-3-(3,4-dihydroxyphenyl)-1-propanone). Yield: 15.1%. As a reaction SMILES: COC[O:4][C:5]1[CH:10]=[C:9]([O:11]COC)[CH:8]=[CH:7][C:6]=1[C:15](=[O:32])[CH2:16][CH2:17][C:18]1[CH:23]=[CH:22][C:21]([O:24]COC)=[C:20]([O:28]COC)[CH:19]=1>Cl.CO>[OH:4][C:5]1[CH:10]=[C:9]([OH:11])[CH:8]=[CH:7][C:6]=1[C:15](=[O:32])[CH2:16][CH2:17][C:18]1[CH:23]=[CH:22][C:21]([OH:24])=[C:20]([OH:28])[CH:19]=1 |f:1.2|. Procedure details: Then, 4.94 g of 1-[2,4-bis(methoxymethoxy)phenyl]-3-[3,4-bis(methoxymethoxy)phenyl]-1-propanone was dissolved in 48 ml of a hydrochloric acid/methanol reagent, and the solution was refluxed for 8 minutes and the reaction liquid was poured into ice water and extracted with ethyl acetate two times. The organic layer was washed with water three times, shaken with a saturated aqueous solution of sodium chloride, dried with anhydrous sodium sulfate and filtered, and the solvent was removed from the f... The reactants are O=C(CBr)c1ccccn1, Br, CCOCC, CCOC(C)=O, O=C(NC1CN2CCC1CC2)OC(c1cccc(F)c1)c1cccc(F)c1. Product: [Br-], O=C(NC1C[N+]2(CC(=O)c3ccccn3)CCC1CC2)OC(c1cccc(F)c1)c1cccc(F)c1. Reaction SMILES: [Br:2][CH2:3][C:4](=[O:5])[c:6]1[n:7][cH:8][cH:9][cH:10][cH:11]1.[BrH:1].[CH3:39][CH2:40][O:41][CH2:42][CH3:43].[CH3:44][CH2:45][O:46][C:47](=[O:48])[CH3:49].[N:12]12[CH2:13][CH:14]([NH:20][C:21]([O:22][CH:23]([c:24]3[cH:25][c:26]([F:30])[cH:27][cH:28][cH:29]3)[c:31]3[cH:32][c:33]([F:37])[cH:34][cH:35][cH:36]3)=[O:38])[CH:15]([CH2:16][CH2:17]1)[CH2:18][CH2:19]2>>[Br-:2].[CH2:3]([C:4](=[O:5])[c:6]1[n:7][cH:8][cH:9][cH:10][cH:11]1)[N+:12]12[CH2:13][CH:14]([NH:20][C:21]([O:22][CH:23]([c:24]3[cH:25][c:26]([F:30])[cH:27][cH:28][cH:29]3)[c:31]3[cH:32][c:33]([F:37])[cH:34][cH:35][cH:36]3)=[O:38])[CH:15]([CH2:16][CH2:17]1)[CH2:18][CH2:19]2. As a reaction SMILES: O=[C:2]([CH2:16][CH2:17][C:18]([O-:20])=[O:19])[C:3]([O:5][CH2:6][C:7]1[CH:12]=[CH:11][C:10]([N+:13]([O-:15])=[O:14])=[CH:9][CH:8]=1)=[O:4].[CH2:21]([O:28][C:29]([NH:31][C@H:32]1[CH2:36][O:35][NH:34][C:33]1=[O:37])=[O:30])[C:22]1[CH:27]=[CH:26][CH:25]=[CH:24][CH:23]=1>ClCCl.B(F)(F)F.CCOCC>[CH2:21]([O:28][C:29]([NH:31][C@H:32]1[CH2:36][O:35][N:34]([C:2]2([C:3]([O:5][CH2:6][C:7]3[CH:8]=[CH:9][C:10]([N+:13]([O-:15])=[O:14])=[CH:11][CH:12]=3)=[O:4])[CH2:16][CH2:17][C:18](=[O:19])[O:20]2)[C:33]1=[O:37])=[O:30])[C:22]1[CH:27]=[CH:26][CH:25]=[CH:24][CH:23]=1 |f:3.4|. Run in ClCCl (dichloromethane). Isolated yield 5.0%. Run at time 2 day. Reactants: ( 3A ), O=C(C(=O)OCC1=CC=C(C=C1)[N+](=O)[O-])CCC(=O)[O-] (1-(4-nitrobenzyl) 2-oxoglutarate), C(C1=CC=CC=C1)OC(=O)N[C@@H]1C(NOC1)=O ((4S)-4-benzyloxycarbonylamino-3-isoxazolidinone). The product is C(C1=CC=CC=C1)OC(=O)N[C@@H]1C(N(OC1)C1(OC(CC1)=O)C(=O)OCC1=CC=C(C=C1)[N+](=O)[O-])=O (4-nitrobenzyl 2-[(4S)-4-benzyloxycarbonylamino-3-oxo-2-isoxazolidinyl]-5-oxo-2-tetrahydrofurancarboxylate). Reagents/catalysts: B(F)(F)F.CCOCC (boron trifluoride etherate). Procedure: In 5 ml of dichloromethane were dissolved 155 mg of Compound (1) and 119 mg of (4S)-4-benzyloxycarbonylamino-3-isoxazolidinone. To the solution were added two drops of boron trifluoride etherate (47% ether solution) and 2 g of Molecular Sieves (3A). The mixture was allowed to stand at room temperature for 2 days. The reaction solution, after removing the Molecular Sieves, was washed with a cooled aqueous solution of sodium hydrogen carbonate, followed by drying (MgSO4). The solvent was evaporate...